Dataset: the Open Reaction Database (ORD), a public repository of structured organic reaction records. Task: describe an organic reaction: reactants, conditions, products, and yield Reported procedure: To a solution of thymidine (5.00 g, 20.64 mmol) and imidiazole (9.0 g, 132.1 mmol) in anhydrous DMF (11 mL), a solution of TBSCl (9.96 g, 66.05 mmol) in DMF (11 mL) was added dropwise, and the mixture was stirred at room temperature overnight under a N2 atmosphere. After the mixture was diluted with water (100 mL), the formed precipitate was filtered and dissolved in ethyl ether (125 mL). The ether solution was washed twice with water (25 mL each) and once with brine (25 mL), dried over Na2SO4, ... As a reaction SMILES: [C@@H:1]1([N:9]2[CH:17]=[C:15]([CH3:16])[C:13](=[O:14])[NH:12][C:10]2=[O:11])[O:8][C@H:5]([CH2:6][OH:7])[C@@H:3]([OH:4])[CH2:2]1.[CH3:18][C:19]([Si:22](Cl)([CH3:24])[CH3:23])([CH3:21])[CH3:20]>CN(C=O)C.O>[Si:22]([C@@:3]1([OH:4])[C@@H:5]([CH2:6][O:7][Si:22]([C:19]([CH3:21])([CH3:20])[CH3:18])([CH3:24])[CH3:23])[O:8][C@@H:1]([N:9]2[CH:17]=[C:15]([CH3:16])[C:13](=[O:14])[NH:12][C:10]2=[O:11])[CH2:2]1)([C:19]([CH3:21])([CH3:20])[CH3:18])([CH3:24])[CH3:23]. The product is [Si](C)(C)(C(C)(C)C)[C@@]1(C[C@@H](O[C@@H]1CO[Si](C)(C)C(C)(C)C)N1C(=O)NC(=O)C(C)=C1)O (3′,5′-O-bis-tert-butyldimethylsilyl-thymidine). The reactants are [C@@H]1(C[C@H](O)[C@@H](CO)O1)N1C(=O)NC(=O)C(C)=C1 (thymidine), CC(C)(C)[Si](C)(C)Cl (TBSCl). Run in CN(C)C=O (DMF), CN(C)C=O (DMF), O (water). Run at time 8 hour.